This data is from the Open Reaction Database (ORD), a public repository of structured organic reaction records. The task is: describe an organic reaction: reactants, conditions, products, and yield The reactants are COC=1C=CC(=C(N)C1)[N+](=O)[O-] (5-methoxy-2-nitroaniline), N1=C(C=CC=C1)N1C(=NC2=C1C=CC(=C2)C(F)(F)F)\C=C\C2=CC=CC=C2 ((E)-1-(2-Pyridyl)-2-styryl-5-trifluoromethyl-1H-benzimidazole), C(C(=O)O)(=O)O (oxalic acid). Solvent: C(C)(=O)OCC (ethyl acetate). Product: C(C(=O)O)(=O)O.COC=1C=CC2=C(N(C(=N2)\C=C\C2=CC=CC=C2)C2=NC=CC=C2)C1 ((E)-6-Methoxy-1-(2-pyridyl)-2-styryl-1H-benzimidazole oxalate). RXN SMILES: [CH3:1][O:2]C1C=CC([N+]([O-])=O)=C(C=1)N.[N:13]1[CH:18]=[CH:17][CH:16]=[CH:15][C:14]=1[N:19]1[C:23]2[CH:24]=[CH:25][C:26](C(F)(F)F)=[CH:27][C:22]=2[N:21]=[C:20]1/[CH:32]=[CH:33]/[C:34]1[CH:39]=[CH:38][CH:37]=[CH:36][CH:35]=1.[C:40]([OH:45])(=[O:44])[C:41]([OH:43])=[O:42]>C(OCC)(=O)C>[C:40]([OH:45])(=[O:44])[C:41]([OH:43])=[O:42].[CH3:1][O:2][C:25]1[CH:26]=[CH:27][C:22]2[N:21]=[C:20](/[CH:32]=[CH:33]/[C:34]3[CH:39]=[CH:38][CH:37]=[CH:36][CH:35]=3)[N:19]([C:14]3[CH:15]=[CH:16][CH:17]=[CH:18][N:13]=3)[C:23]=2[CH:24]=1 |f:4.5|. Procedure details: Free base of the titled compound was prepared from 5-methoxy-2-nitroaniline according to the preparation of (E)-1-(2-pyridyl)-2-styryl-5-trifluoromethyl-1H-benzimidazole (Example 57). The free base and oxalic acid were dissolved into ethyl acetate. Concentration and recrystallization from ethyl acetate-hexane yielded the titled compound. MW: 417.42; mp: 172.0-174.0° C.; 1H-NMR (DMSO) δ: 8.78-8.76 (1H, m), 8.18 (1H, td, J=7.8, 2.1 Hz), 7.78 (1H, d, J=16.1 Hz), 7.74 (1H, d, J=8.1 Hz), 7.66-7.55 (4...